Dataset: the Open Reaction Database (ORD), a public repository of structured organic reaction records. Task: describe an organic reaction: reactants, conditions, products, and yield Product: BrC=1C=CC(=C(C=O)C1)OC1=CC(=C(C=C1)Cl)Cl (5-Bromo-2-(3,4-dichlorophenoxy)-benzaldehyde). The reactants are C(=O)([O-])[O-].[K+].[K+] (K2CO3), ClC=1C=C(C=CC1Cl)O (3,4-dichlorophenol), BrC=1C=CC(=C(C=O)C1)F (5-bromo-2-fluoro-benzaldehyde). Reported procedure: Under N2 in a 1 L round-bottomed flask fitted with a reflux condenser and magnetic stirrer were placed 51.1 g (370 mmol) of K2CO3 and 20.1 g (123 mmol) of 3,4-dichlorophenol (Aldrich Chem. Co., Milwaukee, Wis.) in 500 mL of anhydrous N,N-dimethylformamide (DMF). After stirring the mixture for 30 min., 25 g (123 mmol) of 5-bromo-2-fluoro-benzaldehyde (Aldrich) in 150 mL of DMF was added and the mixture was heated to 90-100° C. overnight. After allowing the reaction to cool to room temperature, th... Solvent: CN(C=O)C (N,N-dimethylformamide), CN(C=O)C (DMF). Run at temperature 95 celsius, time 30 minute. Reaction SMILES: C([O-])([O-])=O.[K+].[K+].[Cl:7][C:8]1[CH:9]=[C:10]([OH:15])[CH:11]=[CH:12][C:13]=1[Cl:14].[Br:16][C:17]1[CH:18]=[CH:19][C:20](F)=[C:21]([CH:24]=1)[CH:22]=[O:23]>CN(C)C=O>[Br:16][C:17]1[CH:18]=[CH:19][C:20]([O:15][C:10]2[CH:11]=[CH:12][C:13]([Cl:14])=[C:8]([Cl:7])[CH:9]=2)=[C:21]([CH:24]=1)[CH:22]=[O:23] |f:0.1.2|.